This data is from the Open Reaction Database (ORD), a public repository of structured organic reaction records. The task is: describe an organic reaction: reactants, conditions, products, and yield Reactants: ClC1=C(C=C2C(=CNC2=C1)C=1CCNCC1)OC (6-chloro-5-methoxy-3-(1,2,3,6-tetrahydropyridin-4-yl)-1H-indole), O1[C@@H](C1)COC1=C2C=CNC2=CC=C1 ((S)-(+)-4-(oxiranylmethoxy)-1H-indole). The solvent is CS(=O)C (dimethylsulfoxide). As a reaction SMILES: [Cl:1][C:2]1[CH:10]=[C:9]2[C:5]([C:6]([C:11]3[CH2:12][CH2:13][NH:14][CH2:15][CH:16]=3)=[CH:7][NH:8]2)=[CH:4][C:3]=1[O:17][CH3:18].[O:19]1[CH2:21][C@H:20]1[CH2:22][O:23][C:24]1[CH:32]=[CH:31][CH:30]=[C:29]2[C:25]=1[CH:26]=[CH:27][NH:28]2>CS(C)=O>[Cl:1][C:2]1[CH:10]=[C:9]2[C:5]([C:6]([C:11]3[CH2:12][CH2:13][N:14]([CH2:21][C@H:20]([OH:19])[CH2:22][O:23][C:24]4[CH:32]=[CH:31][CH:30]=[C:29]5[C:25]=4[CH:26]=[CH:27][NH:28]5)[CH2:15][CH:16]=3)=[CH:7][NH:8]2)=[CH:4][C:3]=1[O:17][CH3:18]. Yields the product ClC1=C(C=C2C(=CNC2=C1)C=1CCN(CC1)C[C@@H](COC1=C2C=CNC2=CC=C1)O)OC ((2S)-(+)-3-[4-(6-chloro-5-methoxy-3-indolyl)-1,2,3,6-tetrahydropyridin-1-yl]-1-(4-indolyloxy)-2-propanol). Reported procedure: The title compound was prepared in a fashion similar to that described in Example 193 from 6-chloro-5-methoxy-3-(1,2,3,6-tetrahydropyridin-4-yl)-1H-indole (0.80 g, 3.0 mmol) and (S)-(+)-4-(oxiranylmethoxy)-1H-indole (0.60 g, 3.2 mmol). The product was isolated as a yellow foam. Yield 260 mg (19%). mp 115°-120° C. FDMS m/e=452 (M+ of free base). α[D]589 =+6.62 (c=1.03, dimethylsulfoxide).